From a dataset of the Open Reaction Database (ORD), a public repository of structured organic reaction records. describe an organic reaction: reactants, conditions, products, and yield Starting materials: FC(CN1N=CC(=C(C1=O)OC)C1=CC=C(C=C1)SC)(F)F (2-(2,2,2-Trifluoroethyl)-4-methoxy-5-[4-(methylthio)phenyl]-3(2H)-pyridazinone), Br (hydrobromic acid), O (water). Run in C(C)(=O)O (acetic acid). Yields the product FC(CN1N=CC(=C(C1=O)O)C1=CC=C(C=C1)SC)(F)F (2-(2,2,2-Trifluoroethyl)-4-hydroxy-5-[4-(methylthio)phenyl]-3(2H)-pyridazinone). Yield: 90.7%. RXN SMILES: [F:1][C:2]([F:22])([F:21])[CH2:3][N:4]1[C:9](=[O:10])[C:8]([O:11]C)=[C:7]([C:13]2[CH:18]=[CH:17][C:16]([S:19][CH3:20])=[CH:15][CH:14]=2)[CH:6]=[N:5]1.Br.O>C(O)(=O)C>[F:22][C:2]([F:1])([F:21])[CH2:3][N:4]1[C:9](=[O:10])[C:8]([OH:11])=[C:7]([C:13]2[CH:18]=[CH:17][C:16]([S:19][CH3:20])=[CH:15][CH:14]=2)[CH:6]=[N:5]1. Procedure details: A solution of 2-(2,2,2-Trifluoroethyl)-4-methoxy-5-[4-(methylthio)phenyl]-3(2H)-pyridazinone (2 g, 6.1 mmol) and hydrobromic acid (40% in water, 20 mL) in acetic acid (40 mL) was heated at reflux for 3 hours. The reaction mixture was cooled to room temperature and water (50 mL) was added. The crystals formed were filtered, washed with water and 5% ethyl acetate in hexanes, and dried to constant weight. The product was obtained as a white solid (yield: 1.75 g, 91%). 1H NMR (300 MHz, CDCl3) δ 2.54... Reactants: C(=O)(N1C=NC=C1)N1C=NC=C1 (carbonyldimidazole), ClC1=C(C=CC=C1)N1N=C(C=C1C=1C=C(C(=CC1)C1=CC(=CC=C1)S(=O)(=O)C)C(=O)O)C(F)(F)F (4-(1-(2-chlorophenyl)-3-(trifluoromethyl)-1H-pyrazol-5-yl)-3′-(methylsulfonyl)biphenyl-2-carboxylic acid), N1CCOCC1 (Morpholine). The solvent is C(Cl)Cl (DCM). Conditions: temperature 20 celsius, time 2 hour. Product: ClC1=C(C=CC=C1)N1N=C(C=C1C1=CC(=C(C=C1)C1=CC(=CC=C1)S(=O)(=O)C)C(=O)N1CCOCC1)C(F)(F)F ((4-(1-(2-chlorophenyl)-3-(trifluoromethyl)-1H-pyrazol-5-yl)-3′-(methylsulfonyl)biphenyl-2-yl)(morpholino)methanone). The yield is 88.1%. As a reaction SMILES: [Cl:1][C:2]1[CH:7]=[CH:6][CH:5]=[CH:4][C:3]=1[N:8]1[C:12]([C:13]2[CH:14]=[C:15]([C:29](O)=[O:30])[C:16]([C:19]3[CH:24]=[CH:23][CH:22]=[C:21]([S:25]([CH3:28])(=[O:27])=[O:26])[CH:20]=3)=[CH:17][CH:18]=2)=[CH:11][C:10]([C:32]([F:35])([F:34])[F:33])=[N:9]1.C(N1C=CN=C1)(N1C=CN=C1)=O.[NH:48]1[CH2:53][CH2:52][O:51][CH2:50][CH2:49]1>C(Cl)Cl>[Cl:1][C:2]1[CH:7]=[CH:6][CH:5]=[CH:4][C:3]=1[N:8]1[C:12]([C:13]2[CH:18]=[CH:17][C:16]([C:19]3[CH:24]=[CH:23][CH:22]=[C:21]([S:25]([CH3:28])(=[O:26])=[O:27])[CH:20]=3)=[C:15]([C:29]([N:48]3[CH2:53][CH2:52][O:51][CH2:50][CH2:49]3)=[O:30])[CH:14]=2)=[CH:11][C:10]([C:32]([F:34])([F:35])[F:33])=[N:9]1. Procedure details: To a suspension of 4-(1-(2-chlorophenyl)-3-(trifluoromethyl)-1H-pyrazol-5-yl)-3′-(methylsulfonyl)biphenyl-2-carboxylic acid (0.52 g, 1 mmol) in DCM (6 mL) was added carbonyldimidazole (2.43 mg, 1.5 mmol) and the mixture was stirred for 2 h at 20° C. Morpholine (0.175 mL, 2 mmol) was added and the mixture was stirred overnight at 20° C. Evaporation of solvent gave a crude, which was purified by column chromatography on silica gel eluting with EtOAc-hexane (1:4 to 4:1) to afford (4-(1-(2-chlorophe... The reactants are C(C)(C)(C)OC(NC1(CCC1)C1=CC=C(C=C1)C1=C(OC2=CC=C(C=C2C1=O)F)C1=CC=CC=C1)=O ({1-[4-(6-fluoro-4-oxo-2-phenyl-4H-chromen-3-yl)-phenyl]-cyclobutyl}-carbamic acid tert-butyl ester), IC1=C(OC2=C(C(=CC=C2C1=O)[N+](=O)[O-])OC)C1=CC=CC=C1 (3-iodo-8-methoxy-7-nitro-2-phenyl-chromen-4-one). Yields the product C(C)(C)(C)OC(NC1(CCC1)C1=CC=C(C=C1)C1=C(OC2=C(C(=CC=C2C1=O)[N+](=O)[O-])OC)C1=CC=CC=C1)=O ({1-[4-(8-Methoxy-7-nitro-4-oxo-2-phenyl-4H-chromen-3-yl)-phenyl]-cyclobutyl}-carbamic acid tert-butyl ester). Yield: 72.0%. RXN SMILES: [C:1]([O:5][C:6](=[O:36])[NH:7][C:8]1([C:12]2[CH:17]=[CH:16][C:15](C3C(=O)C4C(=CC=C(F)C=4)OC=3C3C=CC=CC=3)=[CH:14][CH:13]=2)[CH2:11][CH2:10][CH2:9]1)([CH3:4])([CH3:3])[CH3:2].I[C:38]1[C:47](=[O:48])[C:46]2[C:41](=[C:42]([O:52][CH3:53])[C:43]([N+:49]([O-:51])=[O:50])=[CH:44][CH:45]=2)[O:40][C:39]=1[C:54]1[CH:59]=[CH:58][CH:57]=[CH:56][CH:55]=1>>[C:1]([O:5][C:6](=[O:36])[NH:7][C:8]1([C:12]2[CH:13]=[CH:14][C:15]([C:38]3[C:47](=[O:48])[C:46]4[C:41](=[C:42]([O:52][CH3:53])[C:43]([N+:49]([O-:51])=[O:50])=[CH:44][CH:45]=4)[O:40][C:39]=3[C:54]3[CH:59]=[CH:58][CH:57]=[CH:56][CH:55]=3)=[CH:16][CH:17]=2)[CH2:9][CH2:10][CH2:11]1)([CH3:4])([CH3:2])[CH3:3]. Procedure: Following the procedure used to prepare {1-[4-(6-fluoro-4-oxo-2-phenyl-4H-chromen-3-yl)-phenyl]-cyclobutyl}-carbamic acid tert-butyl ester, 3-iodo-8-methoxy-7-nitro-2-phenyl-chromen-4-one was reacted to give the title compound as a yellow solid (390 mg, 72%). LCMS (Method G): RT=4.47 min, [M+H]+=543. Reaction SMILES: [C:1]([O:5][C:6]([NH:8][CH2:9][C:10]1[N:15]=[C:14]([C:16]([O:18][CH2:19][CH3:20])=[O:17])[CH:13]=[CH:12][CH:11]=1)=[O:7])([CH3:4])([CH3:3])[CH3:2]>CC(O)=O>[C:1]([O:5][C:6]([NH:8][CH2:9][CH:10]1[NH:15][CH:14]([C:16]([O:18][CH2:19][CH3:20])=[O:17])[CH2:13][CH2:12][CH2:11]1)=[O:7])([CH3:4])([CH3:3])[CH3:2]. Conditions: time 3 day. Yields the product C(C)(C)(C)OC(=O)NCC1CCCC(N1)C(=O)OCC (ethyl 6-((tert-butoxycarbonylamino)methyl)piperidine-2-carboxylate). Starting materials: C(C)(C)(C)OC(=O)NCC1=CC=CC(=N1)C(=O)OCC (Ethyl 6-((tert-butoxycarbonylamino)methyl)picolinate). Reported procedure: Ethyl 6-((tert-butoxycarbonylamino)methyl)picolinate (8.74 g, 31.2 mmol) was dissolved in AcOH and degassed with argon in a reactor (Roth), then catalytical amount PtO2 was added and degassed with argon again. The reaction was stirred at room temperature under H2 (40 bar) for 3 days. 8a was not fully converted. The reaction mixture was filtered through celite, concentrated in vacuo and purified with flash chromatography in EE. The retrieval of 8a was repeated until 100% converted with the same p... The solvent is CC(=O)O (AcOH). The product is ClC=1C=CC2=C(C3(N(CC(N2COC)=O)CCO3)C3=C(C=CC=C3)Cl)C1 (10-chloro-11b-(2-chlorophenyl)-7-methoxymethyl-2,3,5,11b-tetrahydrooxazolo[3,2-d] [1,4]benzodiazepin-6(7H)-one). Procedure: A solution of 2.8 g. of 10-chloro-11b-(2-chlorophenyl)-2,3, 5,11b-tetrahydrooxazolo[3,2-d] [1,4]benzodiazepin-6(7H)-one in 50 ml. of dimethylformamide was cooled to -10° and treated with 0.65 g. of sodium methoxide. After stirring for 5 minutes, the mixture was cooled to -40° and 1 ml. of chlorodimethyl ether was added. The cooling bath was removed and when the temperature had reached 0° the reaction mixture was poured into 300 ml. of ice-water. The precipitated material was collected by suction... RXN SMILES: [Cl:1][C:2]1[CH:3]=[CH:4][C:5]2[NH:11][C:10](=[O:12])[CH2:9][N:8]3[CH2:13][CH2:14][O:15][C:7]3([C:16]3[CH:21]=[CH:20][CH:19]=[CH:18][C:17]=3[Cl:22])[C:6]=2[CH:23]=1.C[O-].[Na+].[CH3:27][O:28][CH2:29]Cl>CN(C)C=O>[Cl:1][C:2]1[CH:3]=[CH:4][C:5]2[N:11]([CH2:27][O:28][CH3:29])[C:10](=[O:12])[CH2:9][N:8]3[CH2:13][CH2:14][O:15][C:7]3([C:16]3[CH:21]=[CH:20][CH:19]=[CH:18][C:17]=3[Cl:22])[C:6]=2[CH:23]=1 |f:1.2|. The solvent is CN(C=O)C (dimethylformamide). The reactants are ClC=1C=CC2=C(C3(N(CC(N2)=O)CCO3)C3=C(C=CC=C3)Cl)C1 (10-chloro-11b-(2-chlorophenyl)-2,3, 5,11b-tetrahydrooxazolo[3,2-d] [1,4]benzodiazepin-6(7H)-one), C[O-].[Na+] (sodium methoxide), COCCl (chlorodimethyl ether). Run at time 5 minute.